This data is from the Open Reaction Database (ORD), a public repository of structured organic reaction records. The task is: describe an organic reaction: reactants, conditions, products, and yield Reactants: BrCCC=1C=C(C=CC1)O (3-(2-Bromoethyl)phenol). Run in C(Cl)Cl (DCM). Yields the product BrCCC1=CC(=CC=C1)OC(C)(C)C (1-(2-Bromoethyl)-3-tert-butoxybenzene). Isolated yield 71.0%. Reaction SMILES: [Br:1][CH2:2][CH2:3][C:4]1[CH:5]=[C:6]([OH:10])[CH:7]=[CH:8][CH:9]=1>C(Cl)Cl>[Br:1][CH2:2][CH2:3][C:4]1[CH:9]=[CH:8][CH:7]=[C:6]([O:10][C:4]([CH3:5])([CH3:9])[CH3:3])[CH:5]=1. Procedure: 3-(2-Bromoethyl)phenol (1.349 g, 6.709 mmol) in DCM (7 ml) was cooled under argon to −78° C. Under stirring, isobutene was bubbled into the mixture until more than 5 ml were added. Trifluoromethanesulphonic acid (50 μl) was dropped in. The mixture was stirred under argon at −78° C. for 4.5 hours. Triethylamine (120 μl) was added. The reaction mixture was allowed up to room temperature and then filtered. The filtrate was evaporated to dryness and petroleum ether (25 ml) was added into the residue... Starting materials: O=C(CCl)NCc1ccccc1, CCOC(C)=O, CCN(C(C)C)C(C)C, Nc1c(F)cc(F)cc1F, CN(C)C=O. Product: O=C(CNc1c(F)cc(F)cc1F)NCc1ccccc1. Reaction SMILES: [CH2:1]([c:2]1[cH:3][cH:4][cH:5][cH:6][cH:7]1)[NH:8][C:9]([CH2:10][Cl:11])=[O:12].[CH3:37][CH2:38][O:39][C:40]([CH3:41])=[O:42].[CH:13]([N:14]([CH2:15][CH3:16])[CH:17]([CH3:18])[CH3:19])([CH3:20])[CH3:21].[F:22][c:23]1[c:24]([NH2:25])[c:26]([F:31])[cH:27][c:28]([F:30])[cH:29]1.[O:32]=[CH:33][N:34]([CH3:35])[CH3:36]>>[CH2:1]([c:2]1[cH:3][cH:4][cH:5][cH:6][cH:7]1)[NH:8][C:9]([CH2:10][NH:25][c:24]1[c:23]([F:22])[cH:29][c:28]([F:30])[cH:27][c:26]1[F:31])=[O:12].